This data is from the Open Reaction Database (ORD), a public repository of structured organic reaction records. The task is: describe an organic reaction: reactants, conditions, products, and yield RXN SMILES: Br[C:2]1[CH:7]=[CH:6][C:5]([C:8]([N:10]2[CH2:15][CH2:14][N:13]([C:16]3[CH:21]=[CH:20][C:19]([CH3:22])=[CH:18][C:17]=3[CH3:23])[CH2:12][CH2:11]2)=[O:9])=[C:4]([S:24]([CH3:27])(=[O:26])=[O:25])[CH:3]=1.[CH:28]([C@@H:31]1[C:35]([CH3:37])([CH3:36])[O:34][C:33](=[O:38])[NH:32]1)([CH3:30])[CH3:29]>>[CH3:23][C:17]1[CH:18]=[C:19]([CH3:22])[CH:20]=[CH:21][C:16]=1[N:13]1[CH2:14][CH2:15][N:10]([C:8]([C:5]2[CH:6]=[CH:7][C:2]([N:32]3[C@H:31]([CH:28]([CH3:29])[CH3:30])[C:35]([CH3:36])([CH3:37])[O:34][C:33]3=[O:38])=[CH:3][C:4]=2[S:24]([CH3:27])(=[O:26])=[O:25])=[O:9])[CH2:11][CH2:12]1. Yields the product CC1=C(C=CC(=C1)C)N1CCN(CC1)C(=O)C1=C(C=C(C=C1)N1C(OC([C@H]1C(C)C)(C)C)=O)S(=O)(=O)C ((R)-3-{4-[4-(2,4-dimethylphenyl)piperazine-1-carbonyl]-3-methanesulfonylphenyl}-4-isopropyl-5,5-dimethyloxazolidin-2-one). Starting materials: BrC1=CC(=C(C=C1)C(=O)N1CCN(CC1)C1=C(C=C(C=C1)C)C)S(=O)(=O)C ((4-bromo-2-methanesulfonylphenyl)[4-(2,4-dimethylphenyl)piperazin-1-yl]methanone), C(C)(C)[C@H]1NC(OC1(C)C)=O ((R)-(+)-4-isopropyl-5,5-dimethyloxazolidin-2-one). The yield is 42.8%. Procedure: By reaction and treatment in the same manner as in Example 1 and using (4-bromo-2-methanesulfonylphenyl)[4-(2,4-dimethylphenyl)piperazin-1-yl]methanone (722 mg) described in Preparation Example 9 and (R)-(+)-4-isopropyl-5,5-dimethyloxazolidin-2-one (250 mg), the title compound (359 mg) was obtained.